From a dataset of the Open Reaction Database (ORD), a public repository of structured organic reaction records. describe an organic reaction: reactants, conditions, products, and yield The reactants are ClC1=C(C=C(C(=O)OC)C=C1[N+](=O)[O-])[N+](=O)[O-] (methyl 4-chloro-3,5-dinitrobenzoate), IC1=CC=CC=C1 (iodobenzene). The reagents and catalysts are [Cu] (copper). Run at time 4.5 hour. Yields the product [N+](=O)([O-])C=1C=C(C(=O)OC)C=C(C1C1=CC=CC=C1)[N+](=O)[O-] (methyl 3,5-dinitro-4-phenylbenzoate). As a reaction SMILES: Cl[C:2]1[C:11]([N+:12]([O-:14])=[O:13])=[CH:10][C:5]([C:6]([O:8][CH3:9])=[O:7])=[CH:4][C:3]=1[N+:15]([O-:17])=[O:16].I[C:19]1[CH:24]=[CH:23][CH:22]=[CH:21][CH:20]=1>[Cu]>[N+:15]([C:3]1[CH:4]=[C:5]([CH:10]=[C:11]([N+:12]([O-:14])=[O:13])[C:2]=1[C:19]1[CH:24]=[CH:23][CH:22]=[CH:21][CH:20]=1)[C:6]([O:8][CH3:9])=[O:7])([O-:17])=[O:16]. Procedure details: A mixture of methyl 4-chloro-3,5-dinitrobenzoate (60 g), iodobenzene (36 ml) and copper powder (60 g) is stirred at 145°-155° C for 4-5 hours. After cooling, the resulting solids are extracted with three portions of boiling chloroform (each portion 150 ml), and the combined extracts are, after filtration, evaporated in vacuo. After trituration of the residue with methanol (150 ml) followed by recrystallization from 2-methoxyethanol, methyl 3,5-dinitro-4-phenylbenzoate is obtained with a melting ... Starting materials: C(C)OC(CSC1=CN=C(S1)NC(=O)N(CC1CCCC1)C1=C(C(=CC=C1)Cl)OC)=O ({2-[3-(3-chloro-2-methoxy-phenyl)-3-cyclopentylmethyl-ureido]-thiazol-5-ylsulfanyl}-acetic acid ethyl ester), C(C)OC(CSC1=CN=C(S1)N)=O ((2-amino-thiazol-5-ylsulfanyl)acetic acid ethyl ester), C1(CCCC1)CN(C(NC=1SC=C(N1)CC(=O)O)=O)C1=CC=C(C=C1)S(=O)(=O)C ({2-[3-cyclopentylmethyl-3-(4-methanesulfonyl-phenyl)-ureido]-thiazol-4-yl}-acetic acid), C1(CCCC1)CNC1=C(C(=CC=C1)Cl)OC (cyclopentylmethyl-(3-chloro-2-methoxy-phenyl)-amine). Yields the product ClC=1C(=C(C=CC1)N(C(N(C=1SC(=CN1)SCC(=O)O)C)=O)C1CCCC1)OC ({2-[3-(3-Chloro-2-methoxy-phenyl)-3-cyclopentyl methyl-ureido]-thiazol-5-ylsulfanyl}-acetic acid). RXN SMILES: C([O:3][C:4](=[O:31])[CH2:5][S:6][C:7]1[S:11][C:10]([NH:12][C:13]([N:15]([C:22]2[CH:27]=[CH:26][CH:25]=[C:24]([Cl:28])[C:23]=2[O:29][CH3:30])CC2CCCC2)=[O:14])=[N:9][CH:8]=1)C.[CH:32]1(CN(C2C=CC(S(C)(=O)=O)=CC=2)C(=O)NC2SC=C(CC(O)=O)N=2)[CH2:36][CH2:35][CH2:34][CH2:33]1.[CH:61]1(CNC2C=CC=C(Cl)C=2OC)CCCC1.C(OC(=O)CSC1SC(N)=NC=1)C>>[Cl:28][C:24]1[C:23]([O:29][CH3:30])=[C:22]([N:15]([CH:32]2[CH2:36][CH2:35][CH2:34][CH2:33]2)[C:13](=[O:14])[N:12]([CH3:61])[C:10]2[S:11][C:7]([S:6][CH2:5][C:4]([OH:3])=[O:31])=[CH:8][N:9]=2)[CH:27]=[CH:26][CH:25]=1. Procedure: The title compound was prepared via {2-[3-(3-chloro-2-methoxy-phenyl)-3-cyclopentylmethyl-ureido]-thiazol-5-ylsulfanyl}-acetic acid ethyl ester in a similar manner as described for the synthesis of {2-[3-cyclopentylmethyl-3-(4-methanesulfonyl-phenyl)-ureido]-thiazol-4-yl}-acetic acid, using cyclopentylmethyl-(3-chloro-2-methoxy-phenyl)-amine and (2-amino-thiazol-5-ylsulfanyl)acetic acid ethyl ester.